Dataset: the Open Reaction Database (ORD), a public repository of structured organic reaction records. Task: describe an organic reaction: reactants, conditions, products, and yield Starting materials: NC=1C(C2=CC=CC=C2C(C1Cl)=O)=O (2-amino-3-chloro-1,4-dihydro-1,4-dioxonaphthalene), FC=1C=C(C(=O)Cl)C=CC1 (3-fluorobenzoic acid chloride), CCOCC (ether), S(O)(O)(=O)=O (sulfuric acid). Run in [N+](=O)([O-])C1=CC=CC=C1 (nitrobenzene). Run at time 5 minute. The product is O=C1C=2C=CC=CC2C(C2=C1N=C(O2)C2=CC(=CC=C2)F)=O (4,9-dihydro-4,9-dioxo-2-(3-fluorophenyl)-naphtho[2,3-d]oxazole). Yield: 7.1%. RXN SMILES: [NH2:1][C:2]1[C:3](=[O:14])[C:4]2[C:9]([C:10](=[O:13])[C:11]=1Cl)=[CH:8][CH:7]=[CH:6][CH:5]=2.[F:15][C:16]1[CH:17]=[C:18]([CH:22]=[CH:23][CH:24]=1)[C:19](Cl)=[O:20].S(=O)(=O)(O)O.CCOCC>[N+](C1C=CC=CC=1)([O-])=O>[O:14]=[C:3]1[C:2]2[N:1]=[C:19]([C:18]3[CH:22]=[CH:23][CH:24]=[C:16]([F:15])[CH:17]=3)[O:20][C:11]=2[C:10](=[O:13])[C:9]2[CH:8]=[CH:7][CH:6]=[CH:5][C:4]1=2. Procedure details: To a solution of 5.00 g (24 mmol) of 2-amino-3-chloro-1,4-dihydro-1,4-dioxonaphthalene in 50 mL of nitrobenzene, 14.6 mL (120 mmol) of 3-fluorobenzoic acid chloride are added; after 5 min of stirring, 0.50 mL of concentrated sulfuric acid is then added with protection from light. After 24 h of reflux and complete cooling, 200 mL of ether are added to the reaction mixture. The precipitate formed is filtered, then redissolved in 200 mL of dichloromethane, to which 100 mL of a glacial sodium hydrox... Starting materials: [Al+3], Brc1cnc2[nH]ccc2c1, ClCCl, [Cl-], [Cl-], [Cl-], CCCS(=O)(=O)Nc1ccc(F)c(C(=O)Cl)c1F, O. Product: CCCS(=O)(=O)Nc1ccc(F)c(C(=O)c2c[nH]c3ncc(Br)cc23)c1F. RXN SMILES: [Al+3:4].[Br:5][c:6]1[cH:7][c:8]2[c:9]([n:10][cH:11]1)[nH:12][cH:13][cH:14]2.[CH2:34]([Cl:35])[Cl:36].[Cl-:1].[Cl-:2].[Cl-:3].[F:15][c:16]1[c:17]([C:18](=[O:19])[Cl:20])[c:21]([F:32])[cH:22][cH:23][c:24]1[NH:25][S:26](=[O:27])(=[O:28])[CH2:29][CH2:30][CH3:31].[OH2:33]>>[Br:5][c:6]1[cH:7][c:8]2[c:9]([n:10][cH:11]1)[nH:12][cH:13][c:14]2[C:18]([c:17]1[c:16]([F:15])[c:24]([NH:25][S:26](=[O:27])(=[O:28])[CH2:29][CH2:30][CH3:31])[cH:23][cH:22][c:21]1[F:32])=[O:19]. Reactants: [Al+3], CCCCCC(=O)N1CCC(C)(c2cccc(-c3c[nH]c(SCc4ccccc4)n3)c2)C(C)C1, [H-], [H-], [H-], [H-], [Li+], C1CCOC1. Product: CCCCCCN1CCC(C)(c2cccc(-c3c[nH]c(SCc4ccccc4)n3)c2)C(C)C1. Reaction SMILES: [Al+3:36].[CH2:1]([c:2]1[cH:3][cH:4][cH:5][cH:6][cH:7]1)[S:8][c:9]1[nH:10][cH:11][c:12](-[c:14]2[cH:15][c:16]([C:20]3([CH3:34])[CH:21]([CH3:33])[CH2:22][N:23]([C:26]([CH2:27][CH2:28][CH2:29][CH2:30][CH3:31])=[O:32])[CH2:24][CH2:25]3)[cH:17][cH:18][cH:19]2)[n:13]1.[H-:35].[H-:38].[H-:39].[H-:40].[Li+:37].[O:41]1[CH2:42][CH2:43][CH2:44][CH2:45]1>>[CH2:1]([c:2]1[cH:3][cH:4][cH:5][cH:6][cH:7]1)[S:8][c:9]1[nH:10][cH:11][c:12](-[c:14]2[cH:15][c:16]([C:20]3([CH3:34])[CH:21]([CH3:33])[CH2:22][N:23]([CH2:26][CH2:27][CH2:28][CH2:29][CH2:30][CH3:31])[CH2:24][CH2:25]3)[cH:17][cH:18][cH:19]2)[n:13]1. Starting materials: O.[OH-].[Li+] (lithium hydroxide monohydrate), C(C)(C)(C)OC(=O)N1[C@@H](C[C@@H](C1)N1CCC(CC1)C=1OC2=C(N1)C=C(C=C2)C(=O)OCC)C(=O)N2CSCC2 (3-{(2S,4S)-1-tert-Butoxycarbonyl-4-[4-(5-ethoxycarbonyl-2 -benzoxazolyl)piperidino]-2-pyrrolidinylcarbonyl}-1,3-thiazolidine), C(C)OC(=O)C=1C=CC2=C(N=C(O2)C2CCN(CC2)[C@H]2C[C@H](NC2)C(=O)N2CSCC2)C1 (3-{(2S,4S)-4-[4-(5-ethoxycarbonyl-2-benzoxazolyl)piperidino]-2-pyrrolidinylcarbonyl}-1,3-thiazolidine). Solvent: O (water), C(C)O (ethanol), O (water), Cl (hydrochloric acid). Conditions: time 3.5 hour. Product: C(C)(C)(C)OC(=O)N1[C@@H](C[C@@H](C1)N1CCC(CC1)C=1OC2=C(N1)C=C(C=C2)C(=O)O)C(=O)N2CSCC2 (3-{(2S,4S)-1-tert-butoxycarbonyl-4-[4-(5-carboxy-2-benzoxazolyl)piperidino]-2-pyrrolidinylcarbonyl}-1,3-thiazolidine). Yield: 80.5%. As a reaction SMILES: [C:1]([O:5][C:6]([N:8]1[CH2:12][C@@H:11]([N:13]2[CH2:18][CH2:17][CH:16]([C:19]3[O:20][C:21]4[CH:27]=[CH:26][C:25]([C:28]([O:30]CC)=[O:29])=[CH:24][C:22]=4[N:23]=3)[CH2:15][CH2:14]2)[CH2:10][C@H:9]1[C:33]([N:35]1[CH2:39][CH2:38][S:37][CH2:36]1)=[O:34])=[O:7])([CH3:4])([CH3:3])[CH3:2].C(OC(C1C=CC2OC(C3CCN([C@@H]4CN[C@H](C(N5CCSC5)=O)C4)CC3)=NC=2C=1)=O)C.O.[OH-].[Li+]>C(O)C.O.Cl>[C:1]([O:5][C:6]([N:8]1[CH2:12][C@@H:11]([N:13]2[CH2:14][CH2:15][CH:16]([C:19]3[O:20][C:21]4[CH:27]=[CH:26][C:25]([C:28]([OH:30])=[O:29])=[CH:24][C:22]=4[N:23]=3)[CH2:17][CH2:18]2)[CH2:10][C@H:9]1[C:33]([N:35]1[CH2:39][CH2:38][S:37][CH2:36]1)=[O:34])=[O:7])([CH3:4])([CH3:2])[CH3:3] |f:2.3.4|. Procedure details: 3-{(2S,4S)-1-tert-Butoxycarbonyl-4-[4-(5-ethoxycarbonyl-2 -benzoxazolyl)piperidino]-2-pyrrolidinylcarbonyl}-1,3-thiazolidine [product of Example 309 (3), 4.51 g] was dissolved in ethanol (16 mL) and water (8 mL), and lithium hydroxide monohydrate (678 mg) was added. The mixture was stirred at room temperature for 3.5 hr. The reaction mixture was diluted with water, and 1 mol/L hydrochloric acid was added to adjust its pH to 7. The mixture was extracted with chloroform. The extract was dried and ... Reactants: NCCOCC(O)C1=CC=CC2=CC=CC=C12 (2-(2-aminoethoxy)-1-(1-naphthyl)ethanol), C(\C=C/C(=O)O)(=O)O (maleic acid), 20, ice water, C([O-])([O-])=O.[K+].[K+] (potassium carbonate), ClC1=NC=CC=N1 (2-chloropyrimidine), C([O-])([O-])=O.[K+].[K+] (potassium carbonate), ClC1=NC=CC=N1 (2-chloropyrimidine). Run in O1CCOCC1 (dioxane), O (water), C(C)OCC (diethyl ether), C(C)O (ethanol), C(C)(=O)OCC (ethyl acetate). Conditions: temperature 50 celsius, time 1 hour. Yields the product C(\C=C/C(=O)O)(=O)O.C1(=CC=CC2=CC=CC=C12)C(COCCNC1=NC=CC=N1)O (1-(1-naphthyl)-2-{2-[(pyrimidin-2-yl)amino]ethoxy}-ethanol maleate). Isolated yield 68.9%. Reaction SMILES: [NH2:1][CH2:2][CH2:3][O:4][CH2:5][CH:6]([C:8]1[C:17]2[C:12](=[CH:13][CH:14]=[CH:15][CH:16]=2)[CH:11]=[CH:10][CH:9]=1)[OH:7].C(=O)([O-])[O-].[K+].[K+].Cl[C:25]1[N:30]=[CH:29][CH:28]=[CH:27][N:26]=1.[C:31]([OH:38])(=[O:37])/[CH:32]=[CH:33]\[C:34]([OH:36])=[O:35]>C(OCC)C.C(O)C.C(OCC)(=O)C.O1CCOCC1.O>[C:31]([OH:38])(=[O:37])/[CH:32]=[CH:33]\[C:34]([OH:36])=[O:35].[C:8]1([CH:6]([OH:7])[CH2:5][O:4][CH2:3][CH2:2][NH:1][C:25]2[N:30]=[CH:29][CH:28]=[CH:27][N:26]=2)[C:17]2[C:12](=[CH:13][CH:14]=[CH:15][CH:16]=2)[CH:11]=[CH:10][CH:9]=1 |f:1.2.3,11.12|. Procedure: 7 ml of water and 7 ml of dioxane were added to 0.7 g of 2-(2-aminoethoxy)-1-(1-naphthyl)ethanol to obtain a solution. To the solution was added 0.32 g of potassium carbonate. The resulting mixture was heated to 50° C. Thereto was added 0.35 g of 2-chloropyrimidine. The resulting mixture was refluxed for 3 hours. Thereto were added 0.32 g of potassium carbonate and 0.35 g of 2-chloropyrimidine. The resulting mixture was further refluxed for 2.5 hours. The reaction mixture was cooled and added to... The reactants are [BH4-], Cc1cnc2c(c1)N(C)C=NS2(=O)=O, ClC(Cl)Cl, CC(C)O, [Na+]. Yields the product Cc1cnc2c(c1)N(C)CNS2(=O)=O. Reaction SMILES: [BH4-:15].[CH3:1][N:2]1[CH:3]=[N:4][S:5](=[O:13])(=[O:14])[c:6]2[c:7]1[cH:8][c:9]([CH3:12])[cH:10][n:11]2.[CH:17]([Cl:18])([Cl:19])[Cl:20].[CH:21]([OH:22])([CH3:23])[CH3:24].[Na+:16]>>[CH3:1][N:2]1[CH2:3][NH:4][S:5](=[O:13])(=[O:14])[c:6]2[c:7]1[cH:8][c:9]([CH3:12])[cH:10][n:11]2. The product is COc1cc(OCC2CC2)c(-c2ncnc3c(C(=O)NC4CCN(C(C)=O)C4)c[nH]c23)cc1F. The reactants are CC(=O)Cl, Cl, COc1cc(OCC2CC2)c(-c2ncnc3c(C(=O)NC4CCNC4)c[nH]c23)cc1F. As a reaction SMILES: [CH3:33][C:34]([Cl:35])=[O:36].[ClH:1].[NH:2]1[CH2:3][CH:4]([NH:7][C:8](=[O:9])[c:10]2[cH:11][nH:12][c:13]3[c:14]2[n:15][cH:16][n:17][c:18]3-[c:19]2[c:20]([O:28][CH2:29][CH:30]3[CH2:31][CH2:32]3)[cH:21][c:22]([O:26][CH3:27])[c:23]([F:25])[cH:24]2)[CH2:5][CH2:6]1>>[N:2]1([C:34]([CH3:33])=[O:36])[CH2:3][CH:4]([NH:7][C:8](=[O:9])[c:10]2[cH:11][nH:12][c:13]3[c:14]2[n:15][cH:16][n:17][c:18]3-[c:19]2[c:20]([O:28][CH2:29][CH:30]3[CH2:31][CH2:32]3)[cH:21][c:22]([O:26][CH3:27])[c:23]([F:25])[cH:24]2)[CH2:5][CH2:6]1. Reactants: CCO, Cc1nc2cc(F)ccc2s1, CI. The product is Cc1sc2ccc(F)cc2[n+]1C, [I-]. As a reaction SMILES: [CH3:14][CH2:15][OH:16].[F:1][c:2]1[cH:3][cH:4][c:5]2[c:6]([n:7][c:8]([CH3:10])[s:9]2)[cH:11]1.[I:12][CH3:13]>>[F:1][c:2]1[cH:3][cH:4][c:5]2[c:6]([n+:7]([CH3:13])[c:8]([CH3:10])[s:9]2)[cH:11]1.[I-:12]. Starting materials: HK2PO4, HK2PO4, HK2PO4, HK2PO4, HK2PO4, HK2PO4, O(C(=O)C)[BH-](OC(=O)C)OC(=O)C.[Na+] (sodium triacetoxylborohydride), N(CCO)(CCO)CCO (triethanolamine), 1L, NC(=CC([C@H](CC1=CC=CC=C1)N(CC1=CC=CC=C1)CC1=CC=CC=C1)=O)CC1=CC=C(C=C1)C1=NC=CC=C1 ((2S)-5-amino-2-(dibenzylamino)-1-phenyl-6-(4-pyridin-2-ylphenyl)hex-4-en-3-one), HK2PO4, HK2PO4, HK2PO4, HK2PO4, HK2PO4, HK2PO4, CS(=O)(=O)O (methanesulfonic acid), [BH4-].[Na+] (sodium borohydride). Solvent: ClCCl (dichloromethane), ClCCl (dichloromethane), O (water), C(C)(C)O (isopropyl alcohol), CC(=O)N(C)C (dimethylacetamide). Run at temperature -16 celsius, time 1 hour. Yields the product N[C@H](C[C@@H]([C@H](CC1=CC=CC=C1)N(CC1=CC=CC=C1)CC1=CC=CC=C1)O)CC1=CC=C(C=C1)C1=NC=CC=C1 ((2S,3S,5S)-5-amino-2-(dibenzylamino)-1-phenyl-6-(4-pyridin-2-ylphenyl)hexan-3-ol). The yield is 76.5%. RXN SMILES: [NH2:1][C:2]([CH2:29][C:30]1[CH:35]=[CH:34][C:33]([C:36]2[CH:41]=[CH:40][CH:39]=[CH:38][N:37]=2)=[CH:32][CH:31]=1)=[CH:3][C:4](=[O:28])[C@@H:5]([N:13]([CH2:21][C:22]1[CH:27]=[CH:26][CH:25]=[CH:24][CH:23]=1)[CH2:14][C:15]1[CH:20]=[CH:19][CH:18]=[CH:17][CH:16]=1)[CH2:6][C:7]1[CH:12]=[CH:11][CH:10]=[CH:9][CH:8]=1.CS(O)(=O)=O.O([BH-](OC(C)=O)OC(C)=O)C(C)=O.[Na+].N(CCO)(CCO)CCO.[BH4-].[Na+]>ClCCl.O.C(O)(C)C.CC(N(C)C)=O>[NH2:1][C@@H:2]([CH2:29][C:30]1[CH:31]=[CH:32][C:33]([C:36]2[CH:41]=[CH:40][CH:39]=[CH:38][N:37]=2)=[CH:34][CH:35]=1)[CH2:3][C@H:4]([OH:28])[C@@H:5]([N:13]([CH2:21][C:22]1[CH:23]=[CH:24][CH:25]=[CH:26][CH:27]=1)[CH2:14][C:15]1[CH:20]=[CH:19][CH:18]=[CH:17][CH:16]=1)[CH2:6][C:7]1[CH:8]=[CH:9][CH:10]=[CH:11][CH:12]=1 |f:2.3,5.6|. Reported procedure: To a jacketed round bottom 1L flask was added 27.5 g (1 eq) of the product of Example 2-1, 300 mL of dimethylacetamide and 30 mL of isopropyl alcohol. The reaction solution was cooled to about −16° C. and treated with 33 mL (10 eq) of methanesulfonic acid slowly (The reaction was exothermal, temperature raised to 9° C.). The mixture was cooled to about −16° C., treated with 54.1 g (5 equivalents) of sodium triacetoxylborohydride. Mixed at −16° C. for about 2 hrs and 30 min, HPLC showed the first... Reactants: C(C=C)(=O)O (acrylic acid), molten, C(CCCCCCCCCC)C=1OCCN1 (undecyl oxazoline). Solvent: C(C)OCC (diethyl ether). Run at temperature 80 celsius. Yields the product C(C=C)(=O)OCCNC(CCCCCCCCCC)=O (N-acryloxyethylundecylamide). Reaction SMILES: [C:1]([OH:5])(=[O:4])[CH:2]=[CH2:3].[CH2:6]([C:17]1[O:18][CH2:19][CH2:20][N:21]=1)[CH2:7][CH2:8][CH2:9][CH2:10][CH2:11][CH2:12][CH2:13][CH2:14][CH2:15]C>C(OCC)C>[C:1]([O:5][CH2:19][CH2:20][NH:21][C:17](=[O:18])[CH2:6][CH2:7][CH2:8][CH2:9][CH2:10][CH2:11][CH2:12][CH2:13][CH2:14][CH3:15])(=[O:4])[CH:2]=[CH2:3]. Reported procedure: 51.99 g acrylic acid and 0.3 g BHT were heated in a round-bottom flask to 80° C. Under stirring, 81.3 g molten undecyl oxazoline was slowly added during 1 hour maintaining the reaction temperature at 80° C . After stirring for another hour at 80° C. the reaction mixture was poured into 200 ml diethyl ether and washed with water, twice with a 10% sodium bicarbonate solution and twice with water. After drying on magnesium sulfate, filtration and evaporation in vacuo of the solvent 100.5 g of N-acr...